From a dataset of the Open Reaction Database (ORD), a public repository of structured organic reaction records. describe an organic reaction: reactants, conditions, products, and yield Starting materials: BrCC1=C(C(N=C(N1)C=1SC=NN1)C1=C(C=C(C=C1)F)F)C(=O)OCC (Ethyl 6-(bromomethyl)-4-(2,4-difluorophenyl)-2-(1,3,4-thiadiazol-2-yl)-1,4-dihydropyrimidine-5-carboxylate), N1C(COCC1)C(=O)O (morpholine-3-carboxylic acid). Yields the product FC1=C(C=CC(=C1)F)C1C(=C(NC(=N1)C=1SC=NN1)CN1C(COCC1)C(=O)O)C(=O)OCC (4-((6-(2,4-difluorophenyl)-5-(ethoxycarbonyl)-2-(1,3,4-thiadiazol-2-yl)-3,6-dihydropyrimidin-4-yl)methyl)morpholine-3-carboxylic acid). The yield is 40.5%. RXN SMILES: Br[CH2:2][C:3]1[NH:8][C:7]([C:9]2[S:10][CH:11]=[N:12][N:13]=2)=[N:6][CH:5]([C:14]2[CH:19]=[CH:18][C:17]([F:20])=[CH:16][C:15]=2[F:21])[C:4]=1[C:22]([O:24][CH2:25][CH3:26])=[O:23].[NH:27]1[CH2:32][CH2:31][O:30][CH2:29][CH:28]1[C:33]([OH:35])=[O:34]>>[F:21][C:15]1[CH:16]=[C:17]([F:20])[CH:18]=[CH:19][C:14]=1[CH:5]1[N:6]=[C:7]([C:9]2[S:10][CH:11]=[N:12][N:13]=2)[NH:8][C:3]([CH2:2][N:27]2[CH2:32][CH2:31][O:30][CH2:29][CH:28]2[C:33]([OH:35])=[O:34])=[C:4]1[C:22]([O:24][CH2:25][CH3:26])=[O:23]. Procedure: Ethyl 6-(bromomethyl)-4-(2,4-difluorophenyl)-2-(1,3,4-thiadiazol-2-yl)-1,4-dihydropyrimidine-5-carboxylate (0.66 g, 1.5 mmol) was reacted with morpholine-3-carboxylic acid (0.2 g, 1.5 mmol) according to the procedure as described in Example 1, Step C to give the title compound as a yellow solid (0.3 g, 41%). The compound was characterized by the following spectroscopic data: The reactants are O (Water), CC1=NOC(=C1C)NC(OCC(Cl)(Cl)Cl)=O (2,2,2-trichloroethyl (3,4-dimethylisoxazol-5-yl)carbamate), FC1=C(C=CC(=C1)F)C=1N=C(SC1)N1CCNCC1 (1-[4-(2,4-difluorophenyl)-1,3-thiazol-2-yl]piperazine), C(C)(C)N(CC)C(C)C (diisopropylethylamine). Solvent: CS(=O)C (dimethyl sulfoxide). Run at temperature 70 celsius, time 15 hour. The product is FC1=C(C=CC(=C1)F)C=1N=C(SC1)N1CCN(CC1)C(=O)NC1=C(C(=NO1)C)C (4-[4-(2,4-Difluorophenyl)-1,3-thiazol-2-yl]-N-(3,4-dimethylisoxazol-5-yl)piperazine-1-carboxamide). Isolated yield 34.5%. As a reaction SMILES: [CH3:1][C:2]1[C:6]([CH3:7])=[C:5]([NH:8][C:9](=[O:16])OCC(Cl)(Cl)Cl)[O:4][N:3]=1.[F:17][C:18]1[CH:23]=[C:22]([F:24])[CH:21]=[CH:20][C:19]=1[C:25]1[N:26]=[C:27]([N:30]2[CH2:35][CH2:34][NH:33][CH2:32][CH2:31]2)[S:28][CH:29]=1.C(N(C(C)C)CC)(C)C.O>CS(C)=O>[F:17][C:18]1[CH:23]=[C:22]([F:24])[CH:21]=[CH:20][C:19]=1[C:25]1[N:26]=[C:27]([N:30]2[CH2:31][CH2:32][N:33]([C:9]([NH:8][C:5]3[O:4][N:3]=[C:2]([CH3:1])[C:6]=3[CH3:7])=[O:16])[CH2:34][CH2:35]2)[S:28][CH:29]=1. Procedure details: A mixture of 2,2,2-trichloroethyl (3,4-dimethylisoxazol-5-yl)carbamate (225 mg, 0.782 mmol), 1-[4-(2,4-difluorophenyl)-1,3-thiazol-2-yl]piperazine (200 mg, 0.711 mmol) and diisopropylethylamine (0.248 ml, 1.42 mmol) in dimethyl sulfoxide (2.5 ml) was stirred at 70° C. for 15 hours. Water was poured to the reaction mixture, and the mixture was extracted with ethyl acetate. The extract was washed with water, and dried over anhydrous magnesium sulfate, and the solvent was distilled off under reduce... Starting materials: C(C)(C)[Si](C(C)C)(C(C)C)Cl (triisopropylsilyl chloride), O (Water), C(=C)C1=CC=C(C=C1)O (p-vinylphenol), N1C=NC=C1 (imidazole). Solvent: CN(C=O)C (dimethylformamide), CN(C=O)C (dimethylformamide). Reaction conditions: time 50 minute. Product: C(C)(C)[Si](OC1=CC=C(C=C)C=C1)(C(C)C)C(C)C (p-triisopropylsilyloxystyrene). Yield: 70.0%. Reaction SMILES: [CH:1]([C:3]1[CH:8]=[CH:7][C:6]([OH:9])=[CH:5][CH:4]=1)=[CH2:2].N1C=CN=C1.[CH:15]([Si:18](Cl)([CH:22]([CH3:24])[CH3:23])[CH:19]([CH3:21])[CH3:20])([CH3:17])[CH3:16].O>CN(C)C=O>[CH:15]([Si:18]([CH:22]([CH3:24])[CH3:23])([CH:19]([CH3:21])[CH3:20])[O:9][C:6]1[CH:7]=[CH:8][C:3]([CH:1]=[CH2:2])=[CH:4][CH:5]=1)([CH3:17])[CH3:16]. Procedure details: A 300 ml glass-made three-neck flask was charged with 0.134 mol of p-vinylphenol, 0.343 mol of imidazole and 90 ml of dimethylformamide as a solvent, and a solution prepared by dissolving 0.174 mol of triisopropylsilyl chloride in 90 ml of dimethylformamide was dropwise added thereto at 0° C. in 50 minutes. Then, the reaction temperature was elevated up to room temperature to carry out reaction for 10 hours in the same condition. Water was added thereto, and the reaction product was extracted wi... The product is O=C1CC(NC(=O)OCc2ccccc2)C(=O)O1. RXN SMILES: [CH2:1]([c:2]1[cH:3][cH:4][cH:5][cH:6][cH:7]1)[O:8][C:9](=[O:10])[NH:11][CH:12]([CH2:13][C:14](=[O:15])[OH:16])[C:17](=[O:18])[OH:19].[CH3:20][C:21]([O:22][C:23](=[O:24])[CH3:25])=[O:26].[CH3:27][C:28](=[O:29])[OH:30]>>[CH2:1]([c:2]1[cH:3][cH:4][cH:5][cH:6][cH:7]1)[O:8][C:9](=[O:10])[NH:11][CH:12]1[CH2:13][C:14](=[O:16])[O:19][C:17]1=[O:18]. Starting materials: O=C(O)CC(NC(=O)OCc1ccccc1)C(=O)O, CC(=O)OC(C)=O, CC(=O)O. RXN SMILES: [CH3:10][O:11][C:12](=[O:13])[c:14]1[c:15]([S:20](=[O:21])(=[O:22])[N:23]=[C:24]=[O:25])[cH:16][cH:17][cH:18][cH:19]1.[CH3:26][C:27]#[N:28].[NH2:1][c:2]1[n:3][c:4]([CH3:9])[cH:5][c:6]([CH3:8])[n:7]1>>[NH:1]([c:2]1[n:3][c:4]([CH3:9])[cH:5][c:6]([CH3:8])[n:7]1)[C:24]([NH:23][S:20]([c:15]1[c:14]([C:12]([O:11][CH3:10])=[O:13])[cH:19][cH:18][cH:17][cH:16]1)(=[O:21])=[O:22])=[O:25]. The reactants are COC(=O)c1ccccc1S(=O)(=O)N=C=O, CC#N, Cc1cc(C)nc(N)n1. The product is COC(=O)c1ccccc1S(=O)(=O)NC(=O)Nc1nc(C)cc(C)n1. The product is COC1Cc2cc(C(F)(F)F)ccc2C1N1CCN(C(=O)OC(C)(C)C)CC1C. The reactants are C1CCOC1, CI, [H-], [Na+], CC1CN(C(=O)OC(C)(C)C)CCN1C1c2ccc(C(F)(F)F)cc2CC1O. RXN SMILES: [CH2:33]1[O:34][CH2:35][CH2:36][CH2:37]1.[CH3:31][I:32].[H-:30].[Na+:29].[OH:1][CH:2]1[CH:3]([N:15]2[CH:16]([CH3:28])[CH2:17][N:18]([C:21](=[O:22])[O:23][C:24]([CH3:25])([CH3:26])[CH3:27])[CH2:19][CH2:20]2)[c:4]2[cH:5][cH:6][c:7]([C:11]([F:12])([F:13])[F:14])[cH:8][c:9]2[CH2:10]1>>[O:1]([CH:2]1[CH:3]([N:15]2[CH:16]([CH3:28])[CH2:17][N:18]([C:21](=[O:22])[O:23][C:24]([CH3:25])([CH3:26])[CH3:27])[CH2:19][CH2:20]2)[c:4]2[cH:5][cH:6][c:7]([C:11]([F:12])([F:13])[F:14])[cH:8][c:9]2[CH2:10]1)[CH3:31]. Starting materials: ice water, CSC1=C(C(OC(=C1)C1=CC=C(C=C1)F)=O)C(=O)OC (methyl 4-(methylthio)-2-oxo-6-(4-fluorophenyl)-2H-pyran-3-carboxylate), C1(=CC=CC=C1)N1N=C2CCCC(C2=C1)=O (2-phenyl-6,7-dihydro-2H-indazol-4(5H)-one), [OH-].[K+] (KOH), Cl (HCl). Solvent: CN(C)C=O (DMF). Conditions: temperature 25 celsius, time 7 hour. The product is FC1=CC=C(C=C1)C1=CC(=C(C=2C3=CN(N=C3CCC21)C2=CC=CC=C2)C(=O)OC)SC (methyl 6-(4-fluorophenyl)-8-(methylthio)-2-phenyl-4,5-dihydro-2H-benzo[e]indazole-9-carboxylate). Yield: 52.0%. Reaction SMILES: [CH3:1][S:2][C:3]1[CH:8]=[C:7]([C:9]2[CH:14]=[CH:13][C:12]([F:15])=[CH:11][CH:10]=2)O[C:5](=O)[C:4]=1[C:17]([O:19][CH3:20])=[O:18].[C:21]1([N:27]2[CH:35]=[C:34]3[C:29]([CH2:30][CH2:31][CH2:32]C3=O)=[N:28]2)[CH:26]=[CH:25][CH:24]=[CH:23][CH:22]=1.[OH-].[K+].Cl>CN(C=O)C>[F:15][C:12]1[CH:13]=[CH:14][C:9]([C:7]2[C:32]3[CH2:31][CH2:30][C:29]4[C:34](=[CH:35][N:27]([C:21]5[CH:22]=[CH:23][CH:24]=[CH:25][CH:26]=5)[N:28]=4)[C:5]=3[C:4]([C:17]([O:19][CH3:20])=[O:18])=[C:3]([S:2][CH3:1])[CH:8]=2)=[CH:10][CH:11]=1 |f:2.3|. Procedure details: A mixture of methyl 4-(methylthio)-2-oxo-6-(4-fluorophenyl)-2H-pyran-3-carboxylate (294 mg, 1 mmol), 2-phenyl-6,7-dihydro-2H-indazol-4(5H)-one (212 mg, 1 mmol) and powdered KOH (84 mg, 1.5 mmol) in dry DMF (5 mL) was stirred at 25° C. for 7 hr. At the end the reaction mixture was poured into ice water with vigorous stirring and finally neutralized with dilute HCl. The solid thus obtained was filtered and purified on a neutral alumina column using 15% chloroform in hexane as eluent to yield 52% o... Reactants: BrC1=C(C=CC=C1)CCN1C(=NC(=C1)C1=CC=CC=C1)C=O (1-[2-(2-bromophenyl)ethyl]-4-phenyl-imidazole-2-carbaldehyde), FC(S(=O)(=O)O)(F)F (trifluoromethanesulfonic acid). Yields the product BrC1=CC=CC=2C(C3=NC(=CN3CCC21)C2=CC=CC=C2)O (8-Bromo-2-phenyl-9,10-dihydro-4H-3,10a-diaza-benzo[f]azulen-4-ol). Reaction SMILES: [Br:1][C:2]1[CH:7]=[CH:6][CH:5]=[CH:4][C:3]=1[CH2:8][CH2:9][N:10]1[CH:14]=[C:13]([C:15]2[CH:20]=[CH:19][CH:18]=[CH:17][CH:16]=2)[N:12]=[C:11]1[CH:21]=[O:22].FC(F)(F)S(O)(=O)=O>>[Br:1][C:2]1[C:3]2[CH2:8][CH2:9][N:10]3[C:11](=[N:12][C:13]([C:15]4[CH:16]=[CH:17][CH:18]=[CH:19][CH:20]=4)=[CH:14]3)[CH:21]([OH:22])[C:4]=2[CH:5]=[CH:6][CH:7]=1. Reported procedure: 8-Bromo-2-phenyl-9,10-dihydro-4H-3,10a-diaza-benzo[f]azulen-4-ol is prepared from 1-[2-(2-bromophenyl)ethyl]-4-phenyl-imidazole-2-carbaldehyde (example 231C) analogously to general procedure 123B with trifluoromethanesulfonic acid instead of methanesulfonic acid. Reactants: C(C)OC(=O)C1=CN(CC(C2=C1NC=1C=CC(=CC21)F)(C)C)C(C2=CC=C(C=C2)F)=O (9-fluoro-3-(4-fluoro-benzoyl)-1,1-dimethyl-1,2,3,6-tetrahydro-azepino[4,5-b]indole-5-carboxylic acid ethyl ester), C(C)OC(=O)C1=CN(CC(C2=C1NC=1C=CC(=CC21)N)(C)C)C(C2=CC=C(C=C2)F)=O (9-amino-3-(4-fluoro-benzoyl)-1,1-dimethyl-1,2,3,6-tetrahydro-azepino[4,5-b]indole-5-carboxylic acid ethyl ester), [H+].[B-](F)(F)(F)F.O (HBF4 water). Run in xylenes, CC#N (MeCN). Reaction conditions: temperature 10 celsius, time 20 minute. The product is C(C)OC(=O)C1=CN(CCC2=C1NC=1C(=CC=CC21)O)C(C2=CC=C(C=C2)F)=O (3-(4-Fluorobenzoyl)-7-Hydroxy-1,2,3,6-Tetrahydroazepino[4,5-b]Indole-5-Carboxylic Acid Ethyl Ester). RXN SMILES: [CH2:1]([O:3][C:4]([C:6]1[C:12]2[NH:13][C:14]3[CH:15]=[CH:16][C:17](F)=[CH:18][C:19]=3[C:11]=2[C:10](C)(C)[CH2:9][N:8]([C:23](=[O:31])[C:24]2[CH:29]=[CH:28][C:27]([F:30])=[CH:26][CH:25]=2)[CH:7]=1)=[O:5])[CH3:2].C([O:34]C(C1C2NC3C=CC(N)=CC=3C=2C(C)(C)CN(C(=O)C2C=CC(F)=CC=2)C=1)=O)C.[H+].[B-](F)(F)(F)F.O>CC#N>[CH2:1]([O:3][C:4]([C:6]1[C:12]2[NH:13][C:14]3[C:15]([OH:34])=[CH:16][CH:17]=[CH:18][C:19]=3[C:11]=2[CH2:10][CH2:9][N:8]([C:23](=[O:31])[C:24]2[CH:25]=[CH:26][C:27]([F:30])=[CH:28][CH:29]=2)[CH:7]=1)=[O:5])[CH3:2] |f:2.3.4|. Reported procedure: For the preparation of 9-fluoro-3-(4-fluoro-benzoyl)-1,1-dimethyl-1,2,3,6-tetrahydro-azepino[4,5-b]indole-5-carboxylic acid ethyl ester, to a stirred solution of 9-amino-3-(4-fluoro-benzoyl)-1,1-dimethyl-1,2,3,6-tetrahydro-azepino[4,5-b]indole-5-carboxylic acid ethyl ester (Example 41C) (0.024 g, 0.055 mmol) in 1.0 mL of MeCN was added 11 μL of 48% HBF4 water solution at ±10° C. under N2 for 10 minutes. 9 μL of tBuONO (90%, 0.066 mmol) was added to the reaction mixture and stirred at ±10° C. for... Starting materials: CNC, CCO, Cl, N#C[K], O, O=C1CCN(Cc2ccccc2)CC1. Product: CN(C)C1(C#N)CCN(Cc2ccccc2)CC1. As a reaction SMILES: [CH3:19][NH:20][CH3:21].[CH3:22][CH2:23][OH:24].[ClH:18].[K:15][C:16]#[N:17].[OH2:25].[c:1]1([CH2:7][N:8]2[CH2:9][CH2:10][C:11](=[O:14])[CH2:12][CH2:13]2)[cH:2][cH:3][cH:4][cH:5][cH:6]1>>[c:1]1([CH2:7][N:8]2[CH2:9][CH2:10][C:11]([C:16]#[N:17])([N:20]([CH3:19])[CH3:21])[CH2:12][CH2:13]2)[cH:2][cH:3][cH:4][cH:5][cH:6]1.